From a dataset of the Open Reaction Database (ORD), a public repository of structured organic reaction records. describe an organic reaction: reactants, conditions, products, and yield Starting materials: [Al+3], CCCCC1CCC(CC(=O)Cl)CC1, [Cl-], [Cl-], [Cl-], ClCCl, CCC(C)Cc1ccc(-c2ccccc2)c(F)c1, O. The product is CCCCC1CCC(CC(=O)c2ccc(-c3ccc(CC(C)CC)cc3F)cc2)CC1. Reaction SMILES: [Al+3:34].[CH2:19]([CH2:20][CH2:21][CH3:22])[CH:23]1[CH2:24][CH2:25][CH:26]([CH2:29][C:30](=[O:31])[Cl:32])[CH2:27][CH2:28]1.[Cl-:33].[Cl-:35].[Cl-:36].[Cl:38][CH2:39][Cl:40].[F:1][c:2]1[c:3](-[c:13]2[cH:14][cH:15][cH:16][cH:17][cH:18]2)[cH:4][cH:5][c:6]([CH2:8][CH:9]([CH2:10][CH3:11])[CH3:12])[cH:7]1.[OH2:37]>>[F:1][c:2]1[c:3](-[c:13]2[cH:14][cH:15][c:16]([C:30]([CH2:29][CH:26]3[CH2:25][CH2:24][CH:23]([CH2:19][CH2:20][CH2:21][CH3:22])[CH2:28][CH2:27]3)=[O:31])[cH:17][cH:18]2)[cH:4][cH:5][c:6]([CH2:8][CH:9]([CH2:10][CH3:11])[CH3:12])[cH:7]1.